The task is: describe an organic reaction: reactants, conditions, products, and yield. This data is from the Open Reaction Database (ORD), a public repository of structured organic reaction records. The reactants are C1CCOC1, CCO, Cl, Cl, [H-], [Na+], ICCCCCCc1ccccc1, NCCOCc1ccc(-c2nc3ccccc3o2)cc1. The product is Cl, c1ccc(CCCCCCNCCOCc2ccc(-c3nc4ccccc4o3)cc2)cc1. RXN SMILES: [CH2:41]1[O:42][CH2:43][CH2:44][CH2:45]1.[CH3:38][CH2:39][OH:40].[ClH:14].[ClH:37].[H-:36].[Na+:35].[c:1]1([CH2:7][CH2:8][CH2:9][CH2:10][CH2:11][CH2:12][I:13])[cH:2][cH:3][cH:4][cH:5][cH:6]1.[o:15]1[c:16](-[c:24]2[cH:25][cH:26][c:27]([CH2:28][O:29][CH2:30][CH2:31][NH2:32])[cH:33][cH:34]2)[n:17][c:18]2[c:19]1[cH:20][cH:21][cH:22][cH:23]2>>[ClH:14].[c:1]1([CH2:7][CH2:8][CH2:9][CH2:10][CH2:11][CH2:12][NH:32][CH2:31][CH2:30][O:29][CH2:28][c:27]2[cH:26][cH:25][c:24](-[c:16]3[o:15][c:19]4[c:18]([n:17]3)[cH:23][cH:22][cH:21][cH:20]4)[cH:34][cH:33]2)[cH:2][cH:3][cH:4][cH:5][cH:6]1. Reactants: NC=1SC=CN1 (2-amino thiazole), [N+](#[C-])CC(=O)OC (methyl isocyanoacetate), C(C)=O (acetaldehyde). Run in Cl(=O)(=O)(=O)O (perchloric acid). Product: CC=1N=C2SC=CN2C1NCC(=O)OC (Methyl (6-methyl-imidazo[2,1-b]thiazol-5-ylamino)-acetate). Reaction SMILES: [NH2:1][C:2]1[S:3][CH:4]=[CH:5][N:6]=1.[N+:7]([CH2:9][C:10]([O:12][CH3:13])=[O:11])#[C-:8].[CH:14](=O)[CH3:15]>Cl(O)(=O)(=O)=O>[CH3:14][C:15]1[N:1]=[C:2]2[N:6]([C:8]=1[NH:7][CH2:9][C:10]([O:12][CH3:13])=[O:11])[CH:5]=[CH:4][S:3]2. Procedure: Compound 23 was prepared in accordance with the general synthesis instructions from 1.0 ml (0.1 mmol) 2-amino thiazole solution (0.1 M, MC), 0.575 ml (0.115 mmol) methyl isocyanoacetate solution (0.2 M, MC), 0.500 ml (0.15 mmol) acetaldehyde solution (0.3 M, MC) and 10 μl perchloric acid (w=20%) in a substance library. Reactants: CNCC=1OC2=C(C1C)C=CC=C2 (methyl-(3-methyl-benzofuran-2-ylmethyl)-amine), Cl.CC1(CNC2=C(O1)C=C(C=N2)C=CC(=O)O)C (3-(2,2-dimethyl-3,4-dihydro-2H-pyrido[3,2-b][1,4]oxazin-7-yl)acrylic acid hydrochloride), ON1N=NC2=C1C=CC=C2 (1-hydroxybenzotriazole), C(C)(C)N(CC)C(C)C (diisopropylethylamine), CN(CCCN=C=NCC)C (N-(3-dimethylaminopropyl)-N′-ethylcarbodiimide). Solvent: O (water), CN(C)C=O (DMF). Conditions: time 8 hour. The product is Cl.CC1(CNC2=C(O1)C=C(C=N2)/C=C/C(=O)N(CC=2OC1=C(C2C)C=CC=C1)C)C ((E)-3-(2,2-dimethyl-3,4-dihydro-2H-pyrido[3,2-b][1,4]oxazin-7-yl)-N-methyl-N-((3-methylbenzofuran-2-yl)methyl)acrylamide hydrochloride). As a reaction SMILES: [CH3:1][NH:2][CH2:3][C:4]1[O:5][C:6]2[CH:13]=[CH:12][CH:11]=[CH:10][C:7]=2[C:8]=1[CH3:9].[ClH:14].[CH3:15][C:16]1([CH3:31])[O:21][C:20]2[CH:22]=[C:23]([CH:26]=[CH:27][C:28]([OH:30])=O)[CH:24]=[N:25][C:19]=2[NH:18][CH2:17]1.ON1C2C=CC=CC=2N=N1.C(N(C(C)C)CC)(C)C.CN(C)CCCN=C=NCC>CN(C=O)C.O>[ClH:14].[CH3:31][C:16]1([CH3:15])[O:21][C:20]2[CH:22]=[C:23](/[CH:26]=[CH:27]/[C:28]([N:2]([CH3:1])[CH2:3][C:4]3[O:5][C:6]4[CH:13]=[CH:12][CH:11]=[CH:10][C:7]=4[C:8]=3[CH3:9])=[O:30])[CH:24]=[N:25][C:19]=2[NH:18][CH2:17]1 |f:1.2,8.9|. Procedure: To a solution of methyl-(3-methyl-benzofuran-2-ylmethyl)-amine (88 mg, 0.5 mmol) in DMF (5 mL) were added in sequential order 3-(2,2-dimethyl-3,4-dihydro-2H-pyrido[3,2-b][1,4]oxazin-7-yl)acrylic acid hydrochloride (107 mg, 0.46 mmol), 1-hydroxybenzotriazole (68 mg, 0.5 mmol), diisopropylethylamine (240 uL, 1.38 mmol), and N-(3-dimethylaminopropyl)-N′-ethylcarbodiimide (100 mg, 0.5 mmol). The mixture was stirred at room temperature overnight, cooled in an ice bath and water added with rapid stirr... Reactants: CCN1c2ncc(CCOc3ccnc4ccccc34)cc2C(=O)N(C)c2ccc(C(F)(F)F)nc21, ClCCl, O=C(OO)c1cccc(Cl)c1. Yields the product CCN1c2ncc(CCOc3cc[n+]([O-])c4ccccc34)cc2C(=O)N(C)c2ccc(C(F)(F)F)nc21. As a reaction SMILES: [CH2:12]([CH3:13])[N:14]1[c:15]2[c:16]([cH:40][cH:41][c:42]([C:44]([F:45])([F:46])[F:47])[n:43]2)[N:17]([CH3:39])[C:18](=[O:38])[c:19]2[c:20]1[n:21][cH:22][c:23]([CH2:25][CH2:26][O:27][c:28]1[cH:29][cH:30][n:31][c:32]3[cH:33][cH:34][cH:35][cH:36][c:37]13)[cH:24]2.[Cl:48][CH2:49][Cl:50].[OH:1][O:2][C:3]([c:4]1[cH:5][c:6]([Cl:7])[cH:8][cH:9][cH:10]1)=[O:11]>>[O-:1][n+:31]1[cH:30][cH:29][c:28]([O:27][CH2:26][CH2:25][c:23]2[cH:22][n:21][c:20]3[c:19]([cH:24]2)[C:18](=[O:38])[N:17]([CH3:39])[c:16]2[c:15]([n:43][c:42]([C:44]([F:45])([F:46])[F:47])[cH:41][cH:40]2)[N:14]3[CH2:12][CH3:13])[c:37]2[c:32]1[cH:33][cH:34][cH:35][cH:36]2. Starting materials: O (Water), C1(=CC=CC=C1)P(C1=CC=CC=C1)C1=CC=CC=C1 (triphenylphosphine), BrN1C(CCC1=O)=O (N-bromosuccinimide), CC1=C(C=C(C=C1)C)CCCO (3-(2,5-dimethylphenyl)-1-propanol). The solvent is C(Cl)Cl (methylene chloride). Yields the product BrCCCC1=C(C=CC(=C1)C)C (1-(3-bromopropyl)-2,5-dimethylbenzene). Isolated yield 86.9%. RXN SMILES: [CH3:1][C:2]1[CH:7]=[CH:6][C:5]([CH3:8])=[CH:4][C:3]=1[CH2:9][CH2:10][CH2:11]O.C1(P(C2C=CC=CC=2)C2C=CC=CC=2)C=CC=CC=1.[Br:32]N1C(=O)CCC1=O.O>C(Cl)Cl>[Br:32][CH2:11][CH2:10][CH2:9][C:3]1[CH:4]=[C:5]([CH3:8])[CH:6]=[CH:7][C:2]=1[CH3:1]. Procedure details: Compound 62-2 (1.64 g) was dissolved in methylene chloride (33 ml), triphenylphosphine (2.90 g) and N-bromosuccinimide (1.95 g) were added under ice-cooling, and the mixture was stirred under ice-cooling for 3.5 hr. Water was added to the reaction mixture, and the mixture was extracted with methylene chloride and washed with saturated brine, and dried over anhydrous sodium sulfate. The solvent was evaporated under reduced pressure. Diethyl ether was added, and the precipitated triphenylphosphine... The reactants are N1=CC=CC2=CC=CC(=C12)S(=O)(=O)NC1=CC2=C(N(C(=N2)NC2=CC=C(C#N)C=C2)C)C=C1 (4-[(5-(quinolin-8-yl-sulphonylamino)-1-methyl-1H-benzimidazol-2-yl)-amino]-benzonitrile), Cl.C([O-])([O-])=O.[NH4+].[NH4+] (hydrochloric acid ammonium carbonate). Solvent: C(C)O (ethanol). Yields the product Cl.N1=CC=CC2=CC=CC(=C12)S(=O)(=O)NC1=CC2=C(N(C(=N2)NC2=CC=C(C(=N)N)C=C2)C)C=C1 (4-[(5-(quinolin-8-yl-sulphonylamino)-1-methyl-1H-benzimidazol-2-yl)-amino]-benzamidine-hydrochloride). As a reaction SMILES: [N:1]1[C:10]2[C:5](=[CH:6][CH:7]=[CH:8][C:9]=2[S:11]([NH:14][C:15]2[CH:33]=[CH:32][C:18]3[N:19]([CH3:31])[C:20]([NH:22][C:23]4[CH:30]=[CH:29][C:26]([C:27]#[N:28])=[CH:25][CH:24]=4)=[N:21][C:17]=3[CH:16]=2)(=[O:13])=[O:12])[CH:4]=[CH:3][CH:2]=1.[ClH:34].C(=O)([O-])[O-].[NH4+:39].[NH4+]>C(O)C>[ClH:34].[N:1]1[C:10]2[C:5](=[CH:6][CH:7]=[CH:8][C:9]=2[S:11]([NH:14][C:15]2[CH:33]=[CH:32][C:18]3[N:19]([CH3:31])[C:20]([NH:22][C:23]4[CH:30]=[CH:29][C:26]([C:27]([NH2:39])=[NH:28])=[CH:25][CH:24]=4)=[N:21][C:17]=3[CH:16]=2)(=[O:12])=[O:13])[CH:4]=[CH:3][CH:2]=1 |f:1.2.3.4,6.7|. Procedure details: Prepared analogously to Example 1e from 4-[(5-(quinolin-8-yl-sulphonylamino)-1-methyl-1H-benzimidazol-2-yl)-amino]-benzonitrile and hydrochloric acid/ammonium carbonate in ethanol. Starting materials: COC(=O)C1CN(C)CC1c1ccc(F)cc1F, [Li+], C1CCOC1, [OH-]. The product is CN1CC(C(=O)O)C(c2ccc(F)cc2F)C1. RXN SMILES: [F:1][c:2]1[c:3]([CH:9]2[CH:10]([C:15](=[O:16])[O:17][CH3:18])[CH2:11][N:12]([CH3:14])[CH2:13]2)[cH:4][cH:5][c:6]([F:8])[cH:7]1.[Li+:19].[O:21]1[CH2:22][CH2:23][CH2:24][CH2:25]1.[OH-:20]>>[F:1][c:2]1[c:3]([CH:9]2[CH:10]([C:15](=[O:16])[OH:17])[CH2:11][N:12]([CH3:14])[CH2:13]2)[cH:4][cH:5][c:6]([F:8])[cH:7]1. Reactants: O=C(O)c1cn(C2CC2)c2cc(F)c(F)cc2c1=O, FCC1CNCCN1, c1ccncc1. Product: O=C(O)c1cn(C2CC2)c2cc(N3CCNC(CF)C3)c(F)cc2c1=O. As a reaction SMILES: [CH:1]1([n:4]2[cH:5][c:6]([C:17](=[O:18])[OH:19])[c:7](=[O:16])[c:8]3[cH:9][c:10]([F:15])[c:11]([F:14])[cH:12][c:13]23)[CH2:2][CH2:3]1.[F:20][CH2:21][CH:22]1[NH:23][CH2:24][CH2:25][NH:26][CH2:27]1.[cH:28]1[cH:29][cH:30][n:31][cH:32][cH:33]1>>[CH:1]1([n:4]2[cH:5][c:6]([C:17](=[O:18])[OH:19])[c:7](=[O:16])[c:8]3[cH:9][c:10]([F:15])[c:11]([N:26]4[CH2:25][CH2:24][NH:23][CH:22]([CH2:21][F:20])[CH2:27]4)[cH:12][c:13]23)[CH2:2][CH2:3]1. Reactants: CCC(CC)=O (3-pentanone), CCC(CC)=O (3-pentanone), C(C(=O)O)(=O)O (oxalic acid), [OH-].[K+] (potassium hydroxide), C(CC)=O (propionaldehyde), 172.0-g, [OH-].[K+] (KOH). Run in CO (methanol). Run at temperature 15 celsius, time 30 minute. The product is CC[C@H]([C@H](C)C(=O)CC)O (Sitophilure). Reaction SMILES: [CH3:1][CH2:2][C:3](=[O:6])[CH2:4][CH3:5].[OH-].[K+].[CH:9](=O)CC.[C:13]([OH:18])(=O)[C:14](O)=O>CO>[CH3:1][CH2:2][C@@H:3]([OH:6])[C@@H:4]([C:13]([CH2:14][CH3:9])=[O:18])[CH3:5] |f:1.2|. Reported procedure: A 1-liter, 2-necked flask equipped with a dropping funnel, thermometer, and magnetic stirrer was charged with 344.0 g. (4 moles) of freshly distilled 3-pentanone. After cooling the apparatus to 15° C., an addition was made of 30.6 ml. of 16.8% (w/w) potassium hydroxide in methanol. This was followed by dropwise addition over 4 hrs. of 58.0 g. (1 mole) of freshly distilled propionaldehyde mixed with another 172.0-g. lot of 3-pentanone. Stirring was continued for an additional 30 min. after which ... Starting materials: C(CCCCCCCC)=O (1-nonanal), Cl (hydrochloric acid), Cl.COC1=C(C=C(C=C1)C(C)(C)C)NC(=N)NC(=N)N (N1-(2-methoxy-5-tert-butylphenyl)-biguanide hydrochloride). The solvent is C(C)O (ethanol). Yields the product Cl.C(CCCCCCC)C1N=C(N=C(N1C1=C(C=CC(=C1)C(C)(C)C)OC)N)N (6-Octyl-2,4-diamino-1,6-dihydro-1-(2′-methoxy-5′-tert-butylphenyl)-1,3,5-triazine hydrochloride). RXN SMILES: [CH:1](=O)[CH2:2][CH2:3][CH2:4][CH2:5][CH2:6][CH2:7][CH2:8][CH3:9].[ClH:11].Cl.[CH3:13][O:14][C:15]1[CH:20]=[CH:19][C:18]([C:21]([CH3:24])([CH3:23])[CH3:22])=[CH:17][C:16]=1[NH:25][C:26]([NH:28][C:29]([NH2:31])=[NH:30])=[NH:27]>C(O)C>[ClH:11].[CH2:2]([CH:1]1[N:25]([C:16]2[CH:17]=[C:18]([C:21]([CH3:22])([CH3:23])[CH3:24])[CH:19]=[CH:20][C:15]=2[O:14][CH3:13])[C:26]([NH2:27])=[N:28][C:29]([NH2:31])=[N:30]1)[CH2:3][CH2:4][CH2:5][CH2:6][CH2:7][CH2:8][CH3:9] |f:2.3,5.6|. Procedure details: 100 ml of ethanol, 3.7 g (26.2 mmol) of 1-nonanal and 0.8 ml of concentrated hydrochloric acid were added to 6.0 g (20.0 mmol) of N1-(2-methoxy-5-tert-butylphenyl)-biguanide hydrochloride, and the mixture was refluxed for 20 hours. The solvent was distilled off under reduced pressure, and the residue was purified by silica gel column chromatography (elution with a mixture of chloroform and methanol (9:1.5)). The eluate was dissolved in 80% aqueous ethanol, and the solvent was distilled off under...